Dataset: the Open Reaction Database (ORD), a public repository of structured organic reaction records. Task: describe an organic reaction: reactants, conditions, products, and yield The reactants are FC=1C=NC(=NC1)C1=CC=C(C=C1)O (4-(5-fluoro-pyrimidin-2-yl)-phenol), C(C)OC(=O)C1(CN(CC1)C(C1=C(C=CC=C1)OC)=O)CI (3-iodomethyl-1-(2-methoxy-benzoyl)-pyrrolidine-3-carboxylic acid ethyl ester). Product: C(C)OC(=O)C1(CN(CC1)C(C1=C(C=CC=C1)OC)=O)COC1=CC=C(C=C1)C1=NC=C(C=N1)F (3-[4-(5-Fluoro-pyrimidin-2-yl)-phenoxymethyl]-1-(2-methoxy-benzoyl)-pyrrolidine-3-carboxylic acid ethyl ester), solid. Yield: 49.0%. Reaction SMILES: [F:1][C:2]1[CH:3]=[N:4][C:5]([C:8]2[CH:13]=[CH:12][C:11]([OH:14])=[CH:10][CH:9]=2)=[N:6][CH:7]=1.[CH2:15]([O:17][C:18]([C:20]1([CH2:35]I)[CH2:24][CH2:23][N:22]([C:25](=[O:34])[C:26]2[CH:31]=[CH:30][CH:29]=[CH:28][C:27]=2[O:32][CH3:33])[CH2:21]1)=[O:19])[CH3:16]>>[CH2:15]([O:17][C:18]([C:20]1([CH2:35][O:14][C:11]2[CH:12]=[CH:13][C:8]([C:5]3[N:4]=[CH:3][C:2]([F:1])=[CH:7][N:6]=3)=[CH:9][CH:10]=2)[CH2:24][CH2:23][N:22]([C:25](=[O:34])[C:26]2[CH:31]=[CH:30][CH:29]=[CH:28][C:27]=2[O:32][CH3:33])[CH2:21]1)=[O:19])[CH3:16]. Reported procedure: The title compound was prepared according to the method described for Preparation 29 using 4-(5-fluoro-pyrimidin-2-yl)-phenol (Preparation 20) and 3-iodomethyl-1-(2-methoxy-benzoyl)-pyrrolidine-3-carboxylic acid ethyl ester (Preparation 15) to afford the racemate as a white solid (85 mg, 49%) Starting materials: C1(=CC=CC=C1)CCN (β-Phenylethylamine), C1CC(=O)N(C1=O)OC(=O)CCC2=CC=C(C=C2)O (Bolton-Hunter reagent), C1(=CC=CC=C1)CCN (β-Phenylethylamine), C1CC(=O)N(C1=O)OC(=O)CCC2=CC=C(C=C2)O (Bolton-Hunter reagent), CO (methanol), P(=O)([O-])([O-])[O-].[Na+].[Na+].[Na+] (sodium phosphate). Solvent: O (water). Conditions: time 30 minute. Product: OC1=CC=C(C=C1)CCC(=O)NCCC1=CC=CC=C1 (1-[3-(4-hydroxyphenyl)-propionylamino]-2-(phenyl) ethane). Yield: 75.0%. Reaction SMILES: [C:1]1([CH2:7][CH2:8][NH2:9])[CH:6]=[CH:5][CH:4]=[CH:3][CH:2]=1.C1C(=O)N([O:17][C:18]([CH2:20][CH2:21][C:22]2[CH:27]=[CH:26][C:25]([OH:28])=[CH:24][CH:23]=2)=O)C(=O)C1.CO.P([O-])([O-])([O-])=O.[Na+].[Na+].[Na+]>O>[OH:28][C:25]1[CH:24]=[CH:23][C:22]([CH2:21][CH2:20][C:18]([NH:9][CH2:8][CH2:7][C:1]2[CH:6]=[CH:5][CH:4]=[CH:3][CH:2]=2)=[O:17])=[CH:27][CH:26]=1 |f:3.4.5.6|. Reported procedure: β-Phenylethylamine is derivatized with Bolton-Hunter reagent as follows. β-Phenylethylamine and Bolton-Hunter reagent were mixed in equimolar quantities in a 1:1 solution of methanol and sodium phosphate buffer (1M, pH 8). After 30 minutes, an excess of water was added. A crystalline solid was collected, washed with water and dried in vacuo giving 1-[3-(4-hydroxyphenyl)-propionylamino]-2-(phenyl) ethane in 75% yield. The reactants are CC(C)CCCC(C)C1CC(=O)C2=C3CCC4CC(OC(=O)c5ccccc5)CCC4(C)C3CCC21C, O=C([O-])[O-], CO, [K+], [K+]. Product: CC(C)CCCC(C)C1CC(=O)C2=C3CCC4CC(O)CCC4(C)C3CCC21C. Reaction SMILES: [C:1](=[O:2])([c:3]1[cH:4][cH:5][cH:6][cH:7][cH:8]1)[O:9][CH:10]1[CH2:11][CH:12]2[CH2:13][CH2:14][C:15]3=[C:16]4[C:17](=[O:37])[CH2:18][CH:19]([CH:20]([CH2:21][CH2:22][CH2:23][CH:24]([CH3:25])[CH3:26])[CH3:27])[C:28]4([CH3:36])[CH2:29][CH2:30][CH:31]3[C:32]2([CH3:35])[CH2:33][CH2:34]1.[C:38](=[O:39])([O-:40])[O-:41].[CH3:44][OH:45].[K+:42].[K+:43]>>[OH:9][CH:10]1[CH2:11][CH:12]2[CH2:13][CH2:14][C:15]3=[C:16]4[C:17](=[O:37])[CH2:18][CH:19]([CH:20]([CH2:21][CH2:22][CH2:23][CH:24]([CH3:25])[CH3:26])[CH3:27])[C:28]4([CH3:36])[CH2:29][CH2:30][CH:31]3[C:32]2([CH3:35])[CH2:33][CH2:34]1. The reactants are [N+](=O)([O-])C1=CC=C(C=C1)\C=C/C=1N=C(SC1)NC(C)=O (N-{4-[(Z)-2-(4-nitrophenyl)ethenyl]-1,3-thiazol-2-yl}acetamide), [H][H] (hydrogen). Reagents/catalysts: [C].[Pd] (palladium carbon). The solvent is CO (methanol), O1CCCC1 (tetrahydrofuran), C(C)(=O)O (acetic acid). Yields the product NC1=CC=C(C=C1)CCC=1N=C(SC1)NC(C)=O (N-(4-(2-(4-aminophenyl)ethyl)-1,3-thiazol-2-yl)acetamide). Yield: 29.9%. As a reaction SMILES: [N+:1]([C:4]1[CH:9]=[CH:8][C:7](/[CH:10]=[CH:11]\[C:12]2[N:13]=[C:14]([NH:17][C:18](=[O:20])[CH3:19])[S:15][CH:16]=2)=[CH:6][CH:5]=1)([O-])=O.[H][H]>CO.O1CCCC1.C(O)(=O)C.[C].[Pd]>[NH2:1][C:4]1[CH:9]=[CH:8][C:7]([CH2:10][CH2:11][C:12]2[N:13]=[C:14]([NH:17][C:18](=[O:20])[CH3:19])[S:15][CH:16]=2)=[CH:6][CH:5]=1 |f:5.6|. Procedure: A mixture of N-{4-[(Z)-2-(4-nitrophenyl)ethenyl]-1,3-thiazol-2-yl}acetamide (2 g) and 10% palladium carbon (400 mg) in methanol (25 ml), tetrahydrofuran (25 ml) and acetic acid (18 ml) was stirred under 4 atm hydrogen at ambient temperature for 5 hours. The reaction mixture was filtered through a celite pad, and the filtrate was concentrated in vacuo. The residue was dissolved in ethyl acetate. The organic solution was washed with saturated sodium hydrogen carbonate solution and saturated sodium... Starting materials: CCO, COC(=O)c1ccc2c(c1)CC(C)(C)C(c1ccc(Cl)c([N+](=O)[O-])c1)N2, Cl, [Fe], O. Product: COC(=O)c1ccc2c(c1)CC(C)(C)C(c1ccc(Cl)c(N)c1)N2. As a reaction SMILES: [CH2:29]([OH:30])[CH3:31].[Cl:1][c:2]1[c:3]([N+:24]([O-:25])=[O:26])[cH:4][c:5]([CH:8]2[NH:9][c:10]3[cH:11][cH:12][c:13]([C:20](=[O:21])[O:22][CH3:23])[cH:14][c:15]3[CH2:16][C:17]2([CH3:18])[CH3:19])[cH:6][cH:7]1.[ClH:27].[Fe:32].[OH2:28]>>[Cl:1][c:2]1[c:3]([NH2:24])[cH:4][c:5]([CH:8]2[NH:9][c:10]3[cH:11][cH:12][c:13]([C:20](=[O:21])[O:22][CH3:23])[cH:14][c:15]3[CH2:16][C:17]2([CH3:18])[CH3:19])[cH:6][cH:7]1.